This data is from the Open Reaction Database (ORD), a public repository of structured organic reaction records. The task is: describe an organic reaction: reactants, conditions, products, and yield Procedure details: Analogously to Method F, 10.0 g of 2-bromo-5-methylphenol and 11.6 g of 1-chloro-3-methoxypropane are reacted. The title compound is obtained as a slightly orange oil. Rf=0.31 (1:4 EtOAc-heptane); Rt=5.01. Reactants: BrC1=C(C=C(C=C1)C)O (2-bromo-5-methylphenol), ClCCCOC (1-chloro-3-methoxypropane). As a reaction SMILES: [Br:1][C:2]1[CH:7]=[CH:6][C:5]([CH3:8])=[CH:4][C:3]=1[OH:9].Cl[CH2:11][CH2:12][CH2:13][O:14][CH3:15]>>[Br:1][C:2]1[CH:7]=[CH:6][C:5]([CH3:8])=[CH:4][C:3]=1[O:9][CH2:11][CH2:12][CH2:13][O:14][CH3:15]. The product is BrC1=C(C=C(C=C1)C)OCCCOC (1-Bromo-2-(3-methoxypropoxy)-4-methylbenzene). Solvent: C(C)O (ethanol). Starting materials: [BH3-]C#N.[Na+] (NaCNBH3), C(C)(=O)O (Acetic acid), C(C)OC1=CC=CC(=N1)C=O (6-ethoxy-pyridine-2-carbaldehyde), C(C)OC(=O)C=1NC=CC1N (3-amino-1H-pyrrole-2-carboxylic acid ethyl ester). The product is C(C)OC(=O)C=1NC=CC1NCC1=NC(=CC=C1)OCC (3-[(6-Ethoxy-pyridin-2-ylmethyl)-amino]-1H-pyrrole-2-carboxylic acid ethyl ester). Procedure: Acetic acid (0.3 mL) was added to 6-ethoxy-pyridine-2-carbaldehyde (0.59 g, 3.9 mmol) and 3-amino-1H-pyrrole-2-carboxylic acid ethyl ester (0.30 g, 1.9 mmol) in ethanol (10 mL). After 1.5 h, NaCNBH3 (0.24 g, 3.9 mmol) was added, and the resulting mixture was stirred at ambient temperature for 19 h. The solvent was removed in vacuo, ethyl acetate was added to the residue, and insoluble material was removed by filtration. The filtrate was concentrated and the crude product was purified by flash co... RXN SMILES: C(O)(=O)C.[CH2:5]([O:7][C:8]1[N:13]=[C:12]([CH:14]=O)[CH:11]=[CH:10][CH:9]=1)[CH3:6].[CH2:16]([O:18][C:19]([C:21]1[NH:22][CH:23]=[CH:24][C:25]=1[NH2:26])=[O:20])[CH3:17].[BH3-]C#N.[Na+]>C(O)C>[CH2:16]([O:18][C:19]([C:21]1[NH:22][CH:23]=[CH:24][C:25]=1[NH:26][CH2:14][C:12]1[CH:11]=[CH:10][CH:9]=[C:8]([O:7][CH2:5][CH3:6])[N:13]=1)=[O:20])[CH3:17] |f:3.4|. The yield is 45.5%. Run at time 1.5 hour. The reactants are C(C)(C)N1C=C(C2=CC=CC=C12)C(C(=O)NC1CCN(CC1)CCNC(OC(C)(C)C)=O)=O (tert-Butyl 2-(4-(2-(1-isopropyl-1H-indol-3-yl)-2-oxoacetamido)piperidin-1-yl)ethylcarbamate), Cl (HCl), CO (MeOH). Conditions: time 30 minute. Product: Cl.NCCN1CCC(CC1)NC(C(=O)C1=CN(C2=CC=CC=C12)C(C)C)=O (N-(1-(2-Aminoethyl)piperidin-4-yl)-2-(1-isopropyl-1H-indol-3-yl)-2-oxoacetamide hydrochloride). The yield is 100.0%. RXN SMILES: [CH:1]([N:4]1[C:12]2[C:7](=[CH:8][CH:9]=[CH:10][CH:11]=2)[C:6]([C:13](=[O:33])[C:14]([NH:16][CH:17]2[CH2:22][CH2:21][N:20]([CH2:23][CH2:24][NH:25]C(=O)OC(C)(C)C)[CH2:19][CH2:18]2)=[O:15])=[CH:5]1)([CH3:3])[CH3:2].[ClH:34].CO>>[ClH:34].[NH2:25][CH2:24][CH2:23][N:20]1[CH2:21][CH2:22][CH:17]([NH:16][C:14](=[O:15])[C:13]([C:6]2[C:7]3[C:12](=[CH:11][CH:10]=[CH:9][CH:8]=3)[N:4]([CH:1]([CH3:2])[CH3:3])[CH:5]=2)=[O:33])[CH2:18][CH2:19]1 |f:3.4|. Procedure: The title compound was prepared according to general procedure D described in Scheme 2. tert-Butyl 2-(4-(2-(1-isopropyl-1H-indol-3-yl)-2-oxoacetamido)piperidin-1-yl)ethylcarbamate (132 mg, 0.29 mmol) was treated with 3 N HCl in MeOH (2 mL, 1.2 mmol) and stirred at RT for 30 min. The reaction mixture was concentrated under reduced pressure to afford the title compound as a pink solid (106 mg, 100%), which was used without further purification in the sulfonamide formation. Reactants: BrC1=CC(=NC=C1OC)CBr (4-bromo-2-bromomethyl-5-methoxy-pyridine), [C-]#N.[K+] (KCN). The reagents and catalysts are CCCCCCCC[N+](C)(CCCCCCCC)CCCCCCCC.[Cl-] (aliquat 336). Solvent: O (H2O), C(Cl)Cl (CH2Cl2). Conditions: temperature 50 celsius, time 2 hour. Yields the product BrC1=CC(=NC=C1OC)CC#N ((4-Bromo-5-methoxy-pyridin-2-yl)-acetonitrile). Reaction SMILES: [Br:1][C:2]1[C:7]([O:8][CH3:9])=[CH:6][N:5]=[C:4]([CH2:10]Br)[CH:3]=1.[C-:12]#[N:13].[K+]>CCCCCCCC[N+](CCCCCCCC)(CCCCCCCC)C.[Cl-].O.C(Cl)Cl>[Br:1][C:2]1[C:7]([O:8][CH3:9])=[CH:6][N:5]=[C:4]([CH2:10][C:12]#[N:13])[CH:3]=1 |f:1.2,3.4|. Reported procedure: A suspension of 4-bromo-2-bromomethyl-5-methoxy-pyridine (Step AL2) (1.2 g, 4.3 mmol), KCN (417 mg, 6.4 mmol) and aliquat 336 (35 mg, 0.085 mmol) in H2O was stirred at 50° C. for 2 h. The reaction mixture was dissolved in CH2Cl2, extracted with a saturated aqueous solution of NaHCO3, washed with brine, dried (Na2SO4), filtered and concentrated. The crude product was purified by silica gel column chromatography (hexane/EtOAc, 100:0→1:1). tR: 3.83 min (HPLC 7). Starting materials: COC=1C=C(C=CC1)[C@@H](C)N ((R)-1-(3-methoxyphenyl)ethanamine), C(C)(C)(C)OC(=O)C1=C(C=CC=C1)C1=CC=C(C=C1)CN1C(=C(C2=CC(=CC=C12)C(=O)O)C)C (1-((2′-(tert-butoxycarbonyl)-[1,1′-biphenyl]-4-yl)methyl)-2,3-dimethyl-1H-indole-5-carboxylic acid). Yields the product COC=1C=C(C=CC1)[C@@H](C)NC(=O)C=1C=C2C(=C(N(C2=CC1)CC1=CC=C(C=C1)C=1C(=CC=CC1)C(=O)O)C)C ((R)-4′-((5-((1-(3-methoxyphenyl)ethyl)carbamoyl)-2,3-dimethyl-1H-indol-1-yl)methyl)-[1,1′-biphenyl]-2-carboxylic acid). RXN SMILES: [CH3:1][O:2][C:3]1[CH:4]=[C:5]([C@H:9]([NH2:11])[CH3:10])[CH:6]=[CH:7][CH:8]=1.C([O:16][C:17]([C:19]1[CH:24]=[CH:23][CH:22]=[CH:21][C:20]=1[C:25]1[CH:30]=[CH:29][C:28]([CH2:31][N:32]2[C:40]3[C:35](=[CH:36][C:37]([C:41](O)=[O:42])=[CH:38][CH:39]=3)[C:34]([CH3:44])=[C:33]2[CH3:45])=[CH:27][CH:26]=1)=[O:18])(C)(C)C>>[CH3:1][O:2][C:3]1[CH:4]=[C:5]([C@H:9]([NH:11][C:41]([C:37]2[CH:36]=[C:35]3[C:40](=[CH:39][CH:38]=2)[N:32]([CH2:31][C:28]2[CH:27]=[CH:26][C:25]([C:20]4[C:19]([C:17]([OH:18])=[O:16])=[CH:24][CH:23]=[CH:22][CH:21]=4)=[CH:30][CH:29]=2)[C:33]([CH3:45])=[C:34]3[CH3:44])=[O:42])[CH3:10])[CH:6]=[CH:7][CH:8]=1. Reported procedure: The title compound was prepared following the same general protocol as described in Step 8-9, Example 1, using the (R)-1-(3-methoxyphenyl)ethanamine and the 1-((2′-(tert-butoxycarbonyl)-[1,1′-biphenyl]-4-yl)methyl)-2,3-dimethyl-1H-indole-5-carboxylic acid. ESI-MS (m/z): 533 [M+H]+.